This data is from the Open Reaction Database (ORD), a public repository of structured organic reaction records. The task is: describe an organic reaction: reactants, conditions, products, and yield Reactants: C(C1=CC=CC=C1)OC1=C(C(=O)OC)C=C(C=C1)C(C(O)OCC)=O (methyl 2-benzyloxy-5-(2-ethoxy-2-hydroxy-acetyl)-benzoate), C(C1=CC=CC=C1)C1(CC1)N (1-benzyl-cyclopropylamine), FC(C(=O)[O-])(F)F (trifluoroacetate). The product is C(C1=CC=CC=C1)C1(CC1)NCC(O)C1=CC(=C(C=C1)O)CO (4-[2-(1-benzyl-cyclopropylamino)-1-hydroxy-ethyl]-2-hydroxymethyl-phenol). Reaction SMILES: C([O:8][C:9]1[CH:18]=[CH:17][C:16]([C:19](=[O:25])[CH:20](OCC)O)=[CH:15][C:10]=1[C:11]([O:13]C)=O)C1C=CC=CC=1.[CH2:26]([C:33]1([NH2:36])[CH2:35][CH2:34]1)[C:27]1[CH:32]=[CH:31][CH:30]=[CH:29][CH:28]=1.FC(F)(F)C([O-])=O>>[CH2:26]([C:33]1([NH:36][CH2:20][CH:19]([C:16]2[CH:17]=[CH:18][C:9]([OH:8])=[C:10]([CH2:11][OH:13])[CH:15]=2)[OH:25])[CH2:35][CH2:34]1)[C:27]1[CH:32]=[CH:31][CH:30]=[CH:29][CH:28]=1. Procedure details: Prepared according to general method 5 from 344 mg (1 mmol) methyl 2-benzyloxy-5-(2-ethoxy-2-hydroxy-acetyl)-benzoate and 147 mg (1 mmol) 1-benzyl-cyclopropylamine. Yield: 184 mg (43%, trifluoroacetate); mass spectroscopy: [M+H]+=314. Reactants: Br, O=C([O-])O, CO, [K+], [Na+], N#C[S-], N#CCc1ccc2c(CCc3ccccc3)nccn12. Yields the product N#CCc1cc(SC#N)c2c(CCc3ccccc3)nccn12. RXN SMILES: [Br:5].[C:26](=[O:27])([OH:28])[O-:29].[CH3:31][OH:32].[K+:1].[Na+:30].[S-:2][C:3]#[N:4].[c:6]1([CH2:12][CH2:13][c:14]2[c:15]3[n:16]([cH:17][cH:18][n:19]2)[c:20]([CH2:23][C:24]#[N:25])[cH:21][cH:22]3)[cH:7][cH:8][cH:9][cH:10][cH:11]1>>[S:2]([C:3]#[N:4])[c:22]1[c:15]2[c:14]([CH2:13][CH2:12][c:6]3[cH:7][cH:8][cH:9][cH:10][cH:11]3)[n:19][cH:18][cH:17][n:16]2[c:20]([CH2:23][C:24]#[N:25])[cH:21]1. As a reaction SMILES: [CH3:1][O:2][N:3]([CH3:21])[C:4]([C@@H:6]1[CH2:10][S:9][C:8](=[O:11])[N:7]1[CH2:12][C:13]1[CH:18]=[CH:17][C:16]([O:19][CH3:20])=[CH:15][CH:14]=1)=[O:5].C(OC(C)C)(=O)C.COC1C=CC(CN2C(C(O)=O)CSC2=O)=CC=1.CN1CCOCC1.C(Cl)(=O)C(C)(C)C.CONC>CCCCCCC>[CH3:1][O:2][N:3]([CH3:21])[C:4]([CH:6]1[CH2:10][S:9][C:8](=[O:11])[N:7]1[CH2:12][C:13]1[CH:18]=[CH:17][C:16]([O:19][CH3:20])=[CH:15][CH:14]=1)=[O:5]. Yields the product CON(C(=O)C1N(C(SC1)=O)CC1=CC=C(C=C1)OC)C (3-(4-methoxy-benzyl)-2-oxo-thiazolidine-4-carboxylic acid methoxy-methyl-amide). Starting materials: CON(C(=O)[C@H]1N(C(SC1)=O)CC1=CC=C(C=C1)OC)C ((R)-(−)-3-(4-methoxy-benzyl)-2-oxo-thiazolidine-4-carboxylic acid methoxy-methyl-amide), CN1CCOCC1 (4-Methyl-morpholine), C(C)(=O)OC(C)C (iso-propyl acetate), COC1=CC=C(CN2C(SCC2C(=O)O)=O)C=C1 (3-(4-methoxy-benzyl)-2-oxo-thiazolidine-4-carboxylic acid), C(C(C)(C)C)(=O)Cl (Pivaloyl chloride), amine, CONC (N-Methoxy-methanamine). Run in CCCCCCC (n-heptane). Procedure: Preparation of (R)-(−)-3-(4-methoxy-benzyl)-2-oxo-thiazolidine-4-carboxylic acid methoxy-methyl-amide (A compound of Formula V): A 22 L three-necked round bottom flask fitted with an internal temperature probe and a mechanical stirrer was charged with an iso-propyl acetate solution of 3-(4-methoxy-benzyl)-2-oxo-thiazolidine-4-carboxylic acid (310.0 g, 1.16 mol, approximately 3 L). The vessel was purged with nitrogen and cooled to 0° C. 4-Methyl-morpholine (130.0 g, 1.29 mol) was added while main... Isolated yield 70.0%. Conditions: temperature 0 celsius, time 45 minute. Reactants: ClCC(=O)Cl (chloro-acetylchloride), C(=O)([O-])[O-].[K+].[K+] (K2CO3), CCN(C(C)C)C(C)C (DIPEA), N[C@](CO)(C)C1=CC(=CC(=C1)[N+](=O)[O-])Br ((R)-2-Amino-2-(3-bromo-5-nitro-phenyl)-propan-1-ol). Solvent: CN(C)C=O (DMF), O (water), C1(=CC=CC=C1)C (toluene). Run at temperature 0 celsius, time 19 hour. Yields the product BrC=1C=C(C=C(C1)[N+](=O)[O-])[C@@](CO)(C)NC(CCl)=O (N—[(R)-1-(3-Bromo-5-nitro-phenyl)-2-hydroxy-1-methyl-ethyl]-2-chloro-acetamide). RXN SMILES: [NH2:1][C@@:2]([C:6]1[CH:11]=[C:10]([N+:12]([O-:14])=[O:13])[CH:9]=[C:8]([Br:15])[CH:7]=1)([CH3:5])[CH2:3][OH:4].C([O-])([O-])=O.[K+].[K+].CCN(C(C)C)C(C)C.[Cl:31][CH2:32][C:33](Cl)=[O:34]>CN(C=O)C.C1(C)C=CC=CC=1.O>[Br:15][C:8]1[CH:7]=[C:6]([C@:2]([NH:1][C:33](=[O:34])[CH2:32][Cl:31])([CH3:5])[CH2:3][OH:4])[CH:11]=[C:10]([N+:12]([O-:14])=[O:13])[CH:9]=1 |f:1.2.3|. Procedure: (R)-2-Amino-2-(3-bromo-5-nitro-phenyl)-propan-1-ol (6.27 g, 22.79 mmol) was dissolved in DMF (230 ml) under N2 and K2CO3 (7.87 g, 57 mmol) and DIPEA (3.98 ml, 22.79 mmol) were added. The mixture was cooled to 0° C. and chloro-acetylchloride (2.83 g, 25.07 mmol) was added dropwise. The reaction was stirred at 0° C. for 19 hrs. After completion, the reaction was put between water (2.3 liter) and toluene (2.3 l). The organic phases were washed with water and brine, combined and dried over Na2SO4. V... Starting materials: C1(=CC=CC=C1)C1=CC=C2N(CCSC3=C2SC=C3)C1=O (5,6-dihydro-9-phenyl-8H-pyrido[1,2-d]thieno[2,3-f][1,4]thiazepin-8-one), ClN1C(CCC1=O)=O (N-chlorosuccinimide), ClN1C(CCC1=O)=O (N-chlorosuccinimide). The solvent is C(Cl)(Cl)(Cl)Cl (carbon tetrachloride). Run at time 2.5 hour. The product is ClC=1C=C(C(N2CCSC3=C(C21)SC=C3)=O)C3=CC=CC=C3 (11-chloro-5,6-dihydro-9-phenyl-8H-pyrido[1,2-d]-thieno[2,3-f][1,4]thiazepin-8-one). RXN SMILES: [C:1]1([C:7]2[C:20](=[O:21])[N:11]3[CH2:12][CH2:13][S:14][C:15]4[CH:19]=[CH:18][S:17][C:16]=4[C:10]3=[CH:9][CH:8]=2)[CH:6]=[CH:5][CH:4]=[CH:3][CH:2]=1.[Cl:22]N1C(=O)CCC1=O>C(Cl)(Cl)(Cl)Cl>[Cl:22][C:9]1[CH:8]=[C:7]([C:1]2[CH:6]=[CH:5][CH:4]=[CH:3][CH:2]=2)[C:20](=[O:21])[N:11]2[C:10]=1[C:16]1[S:17][CH:18]=[CH:19][C:15]=1[S:14][CH2:13][CH2:12]2. Procedure details: 4.95 g of 5,6-dihydro-9-phenyl-8H-pyrido[1,2-d]thieno[2,3-f][1,4]thiazepin-8-one were added under argon to 2.35 g of N-chlorosuccinimide in 50 ml of carbon tetrachloride. The mixture was stirred at room temperature for 2.5 hours, treated with an additional 0.21 g of N-chlorosuccinimide and stirred for an additional 1 hour. After evaporation in vacuo, the residue was chromatographed on silica gel. By recrystallization from acetonitrile, there was obtained 11-chloro-5,6-dihydro-9-phenyl-8H-pyrido[... The reactants are ClC=1C=CC=CC1C. Reagents/catalysts: O1B(OC(C)(C)C1(C)C)B2OC(C)(C)C(O2)(C)C, N=1C=CC(=CC1C=2N=CC=C(C2)C(C)(C)C)C(C)(C)C, C[OH2+].C[OH2+].C1CC=CCCC=C1.C1CC=CCCC=C1.[Ir].[Ir]. Run in O(C)C(C)(C)C. Reaction conditions: temperature 25 celsius, time 16 hour. Product: ClC1=CC(=CC=C1C)B2OC(C)(C)C(O2)(C)C, ClC1=CC=C(C=C1C)B2OC(C)(C)C(O2)(C)C. Yield: 34.0%. Reported procedure: General  procedure  C  was  applied  to  1-chloro-2-methylbenzene 15e(51 mg, 0.4mmol).  The  reaction mixture was stirred at room temperature for 16hgiving a conversion of >99% (GC-MS) and 16eand17ein a 34:66mixture (1H NMR spectrum).